This data is from the Open Reaction Database (ORD), a public repository of structured organic reaction records. The task is: describe an organic reaction: reactants, conditions, products, and yield Starting materials: ClC1=CC=C2C(=C1)NC(C21C(NC(CC1C1=CC(=CC(=C1)C(=O)O)Cl)=O)C(CC)=C)=O (racemic (2′R,3R,4′S)-6-chloro-4′-(3-chloro-5-hydroxycarbonyl-phenyl)-2′-(1-methylene-propyl)spiro[3H-indole-3,3′-piperidine]-2,6′(1H)-dione), N1=C(F)N=C(F)N=C1F (cyanuric fluoride), N1=CC=CC=C1 (pyridine). Solvent: ClCCl (dichloromethane). Reaction conditions: temperature 0 celsius, time 2 hour. Product: ClC1=CC=C2C(=C1)NC(C21C(NC(CC1C1=CC(=CC(=C1)C(=O)F)Cl)=O)C(CC)=C)=O (racemic (2′R,3R,4′S)-6-chloro-4′-(3-chloro-5-fluorocarbonyl-phenyl)-2′-(1-methylene-propyl)spiro[3H-indole-3,3′-piperidine]-2,6′(1H)-dione). RXN SMILES: [Cl:1][C:2]1[CH:7]=[C:6]2[NH:8][C:9](=[O:31])[C:10]3([CH:15]([C:16]4[CH:21]=[C:20]([C:22](O)=[O:23])[CH:19]=[C:18]([Cl:25])[CH:17]=4)[CH2:14][C:13](=[O:26])[NH:12][CH:11]3[C:27](=[CH2:30])[CH2:28][CH3:29])[C:5]2=[CH:4][CH:3]=1.N1C(F)=NC(F)=NC=1[F:34].N1C=CC=CC=1>ClCCl>[Cl:1][C:2]1[CH:7]=[C:6]2[NH:8][C:9](=[O:31])[C:10]3([CH:15]([C:16]4[CH:21]=[C:20]([C:22]([F:34])=[O:23])[CH:19]=[C:18]([Cl:25])[CH:17]=4)[CH2:14][C:13](=[O:26])[NH:12][CH:11]3[C:27](=[CH2:30])[CH2:28][CH3:29])[C:5]2=[CH:4][CH:3]=1. Procedure details: To the solution of racemic (2′R,3R,4′S)-6-chloro-4′-(3-chloro-5-hydroxycarbonyl-phenyl)-2′-(1-methylene-propyl)spiro[3H-indole-3,3′-piperidine]-2,6′(1H)-dione (0.2 g, 0.43 mmol) prepared in example 93 in dichloromethane (20 mL) at 0° C. was added cyanuric fluoride (48 mg, 0.35 mmol) (Alfa) and pyridine (37 mg, 0.48 mmol). After the mixture was stirred at 0° C. for 2 h, the mixture was partitioned between H2O and dichloromethane. The organic layer was separated and the aqueous layer was extracted... The reactants are BrCC#Cc1ccccc1, CN(C)C=O, Cc1nc(Oc2ccccc2)c2nc(C)n(CCO)c2c1C, [H-], [Na+]. Product: Cc1nc(Oc2ccccc2)c2nc(C)n(CCOCC#Cc3ccccc3)c2c1C. As a reaction SMILES: [Br:25][CH2:26][C:27]#[C:28][c:29]1[cH:30][cH:31][cH:32][cH:33][cH:34]1.[CH3:35][N:36]([CH3:37])[CH:38]=[O:39].[CH3:3][c:4]1[n:5]([CH2:22][CH2:23][OH:24])[c:6]2[c:7]([c:8]([O:14][c:15]3[cH:16][cH:17][cH:18][cH:19][cH:20]3)[n:9][c:10]([CH3:13])[c:11]2[CH3:12])[n:21]1.[H-:1].[Na+:2]>>[CH3:3][c:4]1[n:5]([CH2:22][CH2:23][O:24][CH2:26][C:27]#[C:28][c:29]2[cH:30][cH:31][cH:32][cH:33][cH:34]2)[c:6]2[c:7]([c:8]([O:14][c:15]3[cH:16][cH:17][cH:18][cH:19][cH:20]3)[n:9][c:10]([CH3:13])[c:11]2[CH3:12])[n:21]1.